Dataset: the Open Reaction Database (ORD), a public repository of structured organic reaction records. Task: describe an organic reaction: reactants, conditions, products, and yield Starting materials: N1(CCOCC1)C(=O)C=1C2=C(N(N1)C1=CC=CC=C1)C=1C=CC=CC1S(C2)(=O)=O (3-(morpholin-4-ylcarbonyl)-1-phenyl-1,4-dihydrothiochromeno[4,3-c]pyrazole 5,5-dioxide), [H-].[Na+] (NaH), C(C1=CC=CC=C1)Br (benzyl bromide). Solvent: C1CCOC1 (THF). Reaction conditions: time 15 minute. Yields the product C(C1=CC=CC=C1)C1S(C=2C=CC=CC2C=2N(N=C(C21)C(=O)N2CCOCC2)C2=CC=CC=C2)(=O)=O (4-benzyl-3-(morpholin-4-ylcarbonyl)-1-phenyl-1,4-dihydrothiochromeno[4,3-c]pyrazole 5,5-dioxide). As a reaction SMILES: [N:1]1([C:7]([C:9]2[C:10]3[CH2:27][S:26](=[O:29])(=[O:28])[C:25]4[CH:24]=[CH:23][CH:22]=[CH:21][C:20]=4[C:11]=3[N:12]([C:14]3[CH:19]=[CH:18][CH:17]=[CH:16][CH:15]=3)[N:13]=2)=[O:8])[CH2:6][CH2:5][O:4][CH2:3][CH2:2]1.[H-].[Na+].[CH2:32](Br)[C:33]1[CH:38]=[CH:37][CH:36]=[CH:35][CH:34]=1>C1COCC1>[CH2:32]([CH:27]1[C:10]2[C:9]([C:7]([N:1]3[CH2:6][CH2:5][O:4][CH2:3][CH2:2]3)=[O:8])=[N:13][N:12]([C:14]3[CH:15]=[CH:16][CH:17]=[CH:18][CH:19]=3)[C:11]=2[C:20]2[CH:21]=[CH:22][CH:23]=[CH:24][C:25]=2[S:26]1(=[O:28])=[O:29])[C:33]1[CH:38]=[CH:37][CH:36]=[CH:35][CH:34]=1 |f:1.2|. Procedure details: To a solution of 3-(morpholin-4-ylcarbonyl)-1-phenyl-1,4-dihydrothiochromeno[4,3-c]pyrazole 5,5-dioxide (100 mg; 0.24 mmol; 1.0 eq.) in THF (4.0 mL) is added NaH (55% w/w in mineral oil) (12.79 mg; 0.29 mmol; 1.2 Eq.). After 15 min stirring, benzyl bromide (34.81 μL; 0.29 mmol; 1.2 eq.) is added and the reaction mixture is stirred at room temperature for 3h. The reaction is quenched with water and the product extracted with EtOAc. The combined organic phases are washed with brine, dried over MgS... Reactants: IC1=CN(C=2N=CN=C(C21)N)C(C)C (5-iodo-7-isopropyl-7H-pyrrolo[2,3-d]pyrimidin-4-amine), CNC(=O)NC=1SC2=C(N1)C=CC(=C2)B2OC(C(O2)(C)C)(C)C (1-methyl-3-(6-(4,4,5,5-tetramethyl-1,3,2-dioxaborolan-2-yl)benzo[d]thiazol-2-yl)urea), C(=O)([O-])[O-].[Na+].[Na+] (Na2CO3). Reagents/catalysts: C=1C=CC(=CC1)[P](C=2C=CC=CC2)(C=3C=CC=CC3)[Pd]([P](C=4C=CC=CC4)(C=5C=CC=CC5)C=6C=CC=CC6)([P](C=7C=CC=CC7)(C=8C=CC=CC8)C=9C=CC=CC9)[P](C=1C=CC=CC1)(C=1C=CC=CC1)C=1C=CC=CC1 (Pd(PPh3)4). The solvent is COCCOC (DME). The product is NC=1C2=C(N=CN1)N(C=C2C2=CC1=C(N=C(S1)NC(=O)NC)C=C2)C(C)C (1-(6-(4-amino-7-isopropyl-7H-pyrrolo[2,3-d]pyrimidin-5-yl)benzo[d]thiazol-2-yl)-3-methylurea). The yield is 58.4%. RXN SMILES: I[C:2]1[C:10]2[C:9]([NH2:11])=[N:8][CH:7]=[N:6][C:5]=2[N:4]([CH:12]([CH3:14])[CH3:13])[CH:3]=1.[CH3:15][NH:16][C:17]([NH:19][C:20]1[S:21][C:22]2[CH:28]=[C:27](B3OC(C)(C)C(C)(C)O3)[CH:26]=[CH:25][C:23]=2[N:24]=1)=[O:18].C([O-])([O-])=O.[Na+].[Na+]>COCCOC.C1C=CC([P]([Pd]([P](C2C=CC=CC=2)(C2C=CC=CC=2)C2C=CC=CC=2)([P](C2C=CC=CC=2)(C2C=CC=CC=2)C2C=CC=CC=2)[P](C2C=CC=CC=2)(C2C=CC=CC=2)C2C=CC=CC=2)(C2C=CC=CC=2)C2C=CC=CC=2)=CC=1>[NH2:11][C:9]1[C:10]2[C:2]([C:27]3[CH:26]=[CH:25][C:23]4[N:24]=[C:20]([NH:19][C:17]([NH:16][CH3:15])=[O:18])[S:21][C:22]=4[CH:28]=3)=[CH:3][N:4]([CH:12]([CH3:14])[CH3:13])[C:5]=2[N:6]=[CH:7][N:8]=1 |f:2.3.4,^1:53,55,74,93|. Procedure details: A mixture of 5-iodo-7-isopropyl-7H-pyrrolo[2,3-d]pyrimidin-4-amine (302) (200 mg, 0.66 mmol), 1-methyl-3-(6-(4,4,5,5-tetramethyl-1,3,2-dioxaborolan-2-yl)benzo[d]thiazol-2-yl)urea (J-2) (333 mg, 1.5 eq, 1.0 mmol), Pd(PPh3)4 (76 mg, 0.1 eq, 0.066 mmol) and Na2CO3 (2 N, 2 mL) in DME (10 mL) was stirred at reflux for 30 min under Ar. The mixture was cooled to room temperature, and then concentrated in vacuo. Brine (10 mL) was added to the residue and then extracted with ethyl acetate (3×30 mL). The ... Procedure details: 0.145 g (0.867 mmol) tert-butylpyrrole-2-carboxylate is dissolved in 10 ml absolute DMSO, mixed with 0.107 g (0.952 mmol) potassium-tert-butylate and stirred at 110° C. for 15 minutes. A solution of 0.333 g (0.864 mmol) [1-bromo-3-(4-octylphenoxy)propan-2-yl]acetate in 10 ml absolute DMSO is added drop-wise. Following heating at 110° C. for 30 minutes and subsequent cooling, hydrolysis is carried out in saturated NaCl solution. Four extractions with diethyl ether, combination of organic phases, ... RXN SMILES: [C:1]([O:5][C:6]([C:8]1[NH:9][CH:10]=[CH:11][CH:12]=1)=[O:7])([CH3:4])([CH3:3])[CH3:2].BrC[CH:15]([CH2:32]C([O-])=O)[CH2:16][O:17][C:18]1[CH:23]=[CH:22][C:21]([CH2:24][CH2:25][CH2:26][CH2:27][CH2:28][CH2:29][CH2:30][CH3:31])=[CH:20][CH:19]=1>CS(C)=O.[Na+].[Cl-]>[C:1]([O:5][C:6]([C:8]1[N:9]([CH2:32][CH:15]([O:7][C:6](=[O:5])[CH3:8])[CH2:16][O:17][C:18]2[CH:19]=[CH:20][C:21]([CH2:24][CH2:25][CH2:26][CH2:27][CH2:28][CH2:29][CH2:30][CH3:31])=[CH:22][CH:23]=2)[CH:10]=[CH:11][CH:12]=1)=[O:7])([CH3:4])([CH3:2])[CH3:3] |f:3.4|. Product: C(C)(C)(C)OC(=O)C=1N(C=CC1)CC(COC1=CC=C(C=C1)CCCCCCCC)OC(C)=O (tert-Butyl-1-[2-acetoxy-3-(4-octylphenoxy)propyl]pyrrole-2-carboxylate). Run at temperature 110 celsius, time 15 minute. Run in CS(=O)C (DMSO), CS(=O)C (DMSO), [Na+].[Cl-] (NaCl). Reactants: BrCC(COC1=CC=C(C=C1)CCCCCCCC)CC(=O)[O-] ([1-bromo-3-(4-octylphenoxy)propan-2-yl]acetate), potassium tert-butylate, C(C)(C)(C)OC(=O)C=1NC=CC1 (tert-butylpyrrole-2-carboxylate). Reactants: C(=O)(OCC)C1(C(C(C(C1)C)=O)(O)C#N)C (3-carboethoxy-2-cyano-2-hydroxy-3,5-dimethylcyclopentanone), C(C)(=O)[O-].[Na+] (sodium acetate), C(O)([O-])=O.[Na+] (sodium hydrogen carbonate). Run in O (water). The product is C(=O)(OCC)C1(C(C(=C(C1)C)O)=O)C (2-carboethoxy-2,4-dimethylcyclopent-4-en-5-olone). The yield is 716.4%. RXN SMILES: [C:1]([C:6]1([CH3:16])[CH2:10][CH:9]([CH3:11])[C:8](=[O:12])[C:7]1(C#N)[OH:13])([O:3][CH2:4][CH3:5])=[O:2].C([O-])(=O)C.[Na+].C(=O)([O-])O.[Na+]>O>[C:1]([C:6]1([CH3:16])[CH2:10][C:9]([CH3:11])=[C:8]([OH:12])[C:7]1=[O:13])([O:3][CH2:4][CH3:5])=[O:2] |f:1.2,3.4|. Procedure: 66.3 g (0.03 mol) of the foregoing 3-carboethoxy-2-cyano-2-hydroxy-3,5-dimethylcyclopentanone and 30.2 g (0.4 mol) of anhydrous sodium acetate are treated with 350 ml of water. The mixture is refluxed for 6 hours. For the working-up, the mixture is adjusted to pH 7 with saturated sodium hydrogen carbonate solution and then extracted four times with methylene chloride. The organic phases are dried over sodium sulphate, concentrated and dried in a high vacuum for 1 hour. (The product can, however,... The reactants are [BH4-].[Na+] (sodium borohydride), F[C@@H]1[C@@H]2C=3C=CC(=CC3C[C@H]([C@H]2[C@@H]2CCC([C@@]2(C)C1)=O)CCCCCN(CCCSCCCC(C(F)(F)F)(F)F)C)OC1OCCCC1 (11β-fluoro-7α-{5-[N-methyl-N-3-(4,4,5,5,5-pentafluoropentylthio)propylamino]pentyl}-3-(tetrahydropyran-2-yloxy)oestra-1,3,5(10)-trien-17-one), ice water. Run in C1CCOC1 (THF), C(C)O (ethanol), O (water). Conditions: time 30 minute. Product: F[C@@H]1[C@@H]2C=3C=CC(=CC3C[C@H]([C@H]2[C@@H]2CC[C@@H]([C@@]2(C)C1)O)CCCCCN(CCCSCCCC(C(F)(F)F)(F)F)C)OC1OCCCC1 (11β-fluoro-7α-{5-[N-methyl-N-3-(4,4,5,5,5-pentafluoropentylthio)propylamino]pentyl}-3-(tetrahydropyran-2-yloxy)oestra-1,3,5(10)-trien-17β-ol). RXN SMILES: [BH4-].[Na+].[F:3][C@H:4]1[CH2:21][C@@:19]2([CH3:20])[C@@H:15]([CH2:16][CH2:17][C:18]2=[O:22])[C@H:14]2[C@H:5]1[C:6]1[CH:7]=[CH:8][C:9]([O:44][CH:45]3[CH2:50][CH2:49][CH2:48][CH2:47][O:46]3)=[CH:10][C:11]=1[CH2:12][C@H:13]2[CH2:23][CH2:24][CH2:25][CH2:26][CH2:27][N:28]([CH3:43])[CH2:29][CH2:30][CH2:31][S:32][CH2:33][CH2:34][CH2:35][C:36]([F:42])([F:41])[C:37]([F:40])([F:39])[F:38]>C1COCC1.C(O)C.O>[F:3][C@H:4]1[CH2:21][C@@:19]2([CH3:20])[C@@H:15]([CH2:16][CH2:17][C@@H:18]2[OH:22])[C@H:14]2[C@H:5]1[C:6]1[CH:7]=[CH:8][C:9]([O:44][CH:45]3[CH2:50][CH2:49][CH2:48][CH2:47][O:46]3)=[CH:10][C:11]=1[CH2:12][C@H:13]2[CH2:23][CH2:24][CH2:25][CH2:26][CH2:27][N:28]([CH3:43])[CH2:29][CH2:30][CH2:31][S:32][CH2:33][CH2:34][CH2:35][C:36]([F:42])([F:41])[C:37]([F:38])([F:39])[F:40] |f:0.1|. Reported procedure: 350 mg of sodium borohydride are added in portions at 0° C. to 2.0 g of 11β-fluoro-7α-{5-[N-methyl-N-3-(4,4,5,5,5-pentafluoropentylthio)propylamino]pentyl}-3-(tetrahydropyran-2-yloxy)oestra-1,3,5(10)-trien-17-one in 17 ml of THF, 10 ml of ethanol and 4.2 ml of water. After 30 min, the reaction mixture is stirred into ice-water, extracted with ethyl acetate, washed with saturated sodium chloride solution and concentrated in vacuo. 1.7 g of crude 11β-fluoro-7α-{5-[N-methyl-N-3-(4,4,5,5,5-pentafluo... Starting materials: CCOC(=O)N(CCc1ccc(C)o1)C(CC)C(=O)[O-], CCO, [K+], [OH-]. Yields the product CCOC(=O)N(CCc1ccc(C)o1)CC(=O)O. RXN SMILES: [CH2:1]([CH3:2])[CH:3]([C:4](=[O:5])[O-:6])[N:7]([CH2:8][CH2:9][c:10]1[o:11][c:12]([CH3:15])[cH:13][cH:14]1)[C:16](=[O:17])[O:18][CH2:19][CH3:20].[CH3:23][CH2:24][OH:25].[K+:22].[OH-:21]>>[CH2:3]([C:4](=[O:5])[OH:6])[N:7]([CH2:8][CH2:9][c:10]1[o:11][c:12]([CH3:15])[cH:13][cH:14]1)[C:16](=[O:17])[O:18][CH2:19][CH3:20]. Starting materials: ClC1=CC(C(=O)O)=NC2=C(C(=CC=C12)C)C (4-Chloro-7,8-dimethylquinaldic acid), N,N'-carbonyldiimidazole, NC1=NN=NN1 (5-Aminotetrazole). As a reaction SMILES: [Cl:1][C:2]1[C:14]2[C:9](=[C:10]([CH3:16])[C:11]([CH3:15])=[CH:12][CH:13]=2)[N:8]=[C:4]([C:5](O)=[O:6])[CH:3]=1.[NH2:17][C:18]1[NH:22][N:21]=[N:20][N:19]=1>CN(C)C=O>[Cl:1][C:2]1[C:14]2[C:9](=[C:10]([CH3:16])[C:11]([CH3:15])=[CH:12][CH:13]=2)[N:8]=[C:4]([C:5]([NH:17][C:18]2[NH:22][N:21]=[N:20][N:19]=2)=[O:6])[CH:3]=1. Conditions: time 2 day. Product: ClC1=CC(C(=O)NC2=NN=NN2)=NC2=C(C(=CC=C12)C)C (4-Chloro-7,8-dimethyl-N(1H-tetrazol-5-yl)quinaldamide). Run in CN(C=O)C (dimethylformamide). Procedure: 4-Chloro-7,8-dimethylquinaldic acid (1.72 g) and N,N'-carbonyldiimidazole (1.18 g) in dimethylformamide (15 ml) were stirred for 4 hours at room temperature. 5-Aminotetrazole (1.24 g) was added and the mixture was stirred for 2 days at room temperature. The solid was filtered off and dissolved in a mixture of dimethylformamide and dimethylaminoethanol and the solution was acidified with dilute hydrochloric acid. 4-Chloro-7,8-dimethyl-N(1H-tetrazol-5-yl)quinaldamide was collected, m.p. 262° (d).